Dataset: the Open Reaction Database (ORD), a public repository of structured organic reaction records. Task: describe an organic reaction: reactants, conditions, products, and yield The reactants are COC(=O)c1ccc(C2=NOC(c3cc(Cl)cc(Cl)c3)(C(F)(F)F)C2)cc1-c1ccccc1, CCO, [Na+], [OH-], O. Product: O=C(O)c1ccc(C2=NOC(c3cc(Cl)cc(Cl)c3)(C(F)(F)F)C2)cc1-c1ccccc1. As a reaction SMILES: [CH3:1][O:2][C:3]([c:4]1[c:5](-[c:27]2[cH:28][cH:29][cH:30][cH:31][cH:32]2)[cH:6][c:7]([C:10]2=[N:11][O:12][C:13]([C:15]([F:16])([F:17])[F:18])([c:19]3[cH:20][c:21]([Cl:26])[cH:22][c:23]([Cl:25])[cH:24]3)[CH2:14]2)[cH:8][cH:9]1)=[O:33].[CH3:36][CH2:37][OH:38].[Na+:35].[OH-:34].[OH2:39]>>[O:2]=[C:3]([c:4]1[c:5](-[c:27]2[cH:28][cH:29][cH:30][cH:31][cH:32]2)[cH:6][c:7]([C:10]2=[N:11][O:12][C:13]([C:15]([F:16])([F:17])[F:18])([c:19]3[cH:20][c:21]([Cl:26])[cH:22][c:23]([Cl:25])[cH:24]3)[CH2:14]2)[cH:8][cH:9]1)[OH:33].